From a dataset of the Open Reaction Database (ORD), a public repository of structured organic reaction records. describe an organic reaction: reactants, conditions, products, and yield Product: CC(O)c1csc2ccccc12. Reaction SMILES: [CH3:13][CH:14]([CH3:15])[O-:16].[CH3:18][C:19](=[O:20])[OH:21].[CH:22]([OH:23])([CH3:24])[CH3:25].[Na+:17].[Rh:26].[s:1]1[cH:2][c:3]([C:10]([CH3:11])=[O:12])[c:4]2[c:5]1[cH:6][cH:7][cH:8][cH:9]2>>[s:1]1[cH:2][c:3]([CH:10]([CH3:11])[OH:12])[c:4]2[c:5]1[cH:6][cH:7][cH:8][cH:9]2. Starting materials: CC(C)[O-], CC(=O)O, CC(C)O, [Na+], [Rh], CC(=O)c1csc2ccccc12. Solvent: CC(=O)C (acetone). Product: Br.C(CCCCC)NC(NC=1SC=C(N1)C=1OC(=CC1)C(N(C)C)=O)=N (2-(3-n-Hexylguanidino)-4-(5-[N,N-dimethylcarbamoyl]-2-furyl)thiazole Hydrobromide). Reaction SMILES: [CH3:1][N:2]([CH3:14])[C:3]([C:5]1[O:6][C:7]([C:10](=O)[CH2:11][Br:12])=[CH:8][CH:9]=1)=[O:4].[CH2:15]([NH:21][C:22]([NH:24][C:25]([NH2:27])=[S:26])=[NH:23])[CH2:16][CH2:17][CH2:18][CH2:19][CH3:20]>CC(C)=O>[BrH:12].[CH2:15]([NH:21][C:22](=[NH:23])[NH:24][C:25]1[S:26][CH:11]=[C:10]([C:7]2[O:6][C:5]([C:3](=[O:4])[N:2]([CH3:14])[CH3:1])=[CH:9][CH:8]=2)[N:27]=1)[CH2:16][CH2:17][CH2:18][CH2:19][CH3:20] |f:3.4|. Reported procedure: A mixture of 2.6 g. (0.01 mole) of N,N-dimethyl5-(2-bromoacetyl)furan-2-carboxamide, 2.02 g. (0.01 mole) of (N-n-hexylguanyl)thiourea and 75 ml. of acetone was heated under reflux for 4 hours, and then it was cooled and filtered. This gave 2.3 g. of the title compound as a white solid, mp. 155°-158° C. The reactants are CN(C(=O)C=1OC(=CC1)C(CBr)=O)C (N,N-dimethyl5-(2-bromoacetyl)furan-2-carboxamide), C(CCCCC)NC(=N)NC(=S)N ((N-n-hexylguanyl)thiourea). Reactants: [F-].C(CCC)[N+](CCCC)(CCCC)CCCC (Tetrabutylammonium fluoride), FC=1C(=NC=C(C1[Si](C)(C)C)F)C1=NC=C(C2=CC=C(C=C12)C(=O)OC)F (methyl 1-[3,5-difluoro-4-(trimethylsilyl)pyridin-2-yl]-4-fluoroisoquinoline-7-carboxylate), C1CCOC1 (THF). Run in O (water). Reaction conditions: time 8 hour. The product is FC=1C(=NC=C(C1)F)C1=NC=C(C2=CC=C(C=C12)C(=O)OC)F (methyl 1-(3,5-difluoropyridin-2-yl)-4-fluoroisoquinoline-7-carboxylate). Reaction SMILES: [F-].C([N+](CCCC)(CCCC)CCCC)CCC.[F:19][C:20]1[C:21]([C:31]2[C:40]3[C:35](=[CH:36][CH:37]=[C:38]([C:41]([O:43][CH3:44])=[O:42])[CH:39]=3)[C:34]([F:45])=[CH:33][N:32]=2)=[N:22][CH:23]=[C:24]([F:30])[C:25]=1[Si](C)(C)C.C1COCC1>O>[F:19][C:20]1[C:21]([C:31]2[C:40]3[C:35](=[CH:36][CH:37]=[C:38]([C:41]([O:43][CH3:44])=[O:42])[CH:39]=3)[C:34]([F:45])=[CH:33][N:32]=2)=[N:22][CH:23]=[C:24]([F:30])[CH:25]=1 |f:0.1|. Reported procedure: Tetrabutylammonium fluoride (1M THF solution, 0.35 mL) was added to a mixture of methyl 1-[3,5-difluoro-4-(trimethylsilyl)pyridin-2-yl]-4-fluoroisoquinoline-7-carboxylate and THF (1.8 mL), and stirred at room temperature overnight. The reaction mixture was diluted with water, and extracted with ethyl acetate. The organic layer was washed with saturated brine, dried, and concentrated under reduced pressure. The resulting residue was purified under silica gel column chromatography (hexane/ethyl ac... Starting materials: CC(O)CCc1cc(C(C)(C)C)c(O)c(C(C)(C)C)c1, C=C(C)C(=O)OC. Yields the product C=C(C)C(=O)OC(C)CCc1cc(C(C)(C)C)c(O)c(C(C)(C)C)c1. RXN SMILES: [C:1]([CH3:2])([CH3:3])([CH3:4])[c:5]1[cH:6][c:7]([CH2:16][CH2:17][CH:18]([CH3:19])[OH:20])[cH:8][c:9]([C:12]([CH3:13])([CH3:14])[CH3:15])[c:10]1[OH:11].[CH3:21][O:22][C:23]([C:24](=[CH2:25])[CH3:26])=[O:27]>>[C:1]([CH3:2])([CH3:3])([CH3:4])[c:5]1[cH:6][c:7]([CH2:16][CH2:17][CH:18]([CH3:19])[O:20][C:23](=[O:22])[C:24](=[CH2:25])[CH3:26])[cH:8][c:9]([C:12]([CH3:13])([CH3:14])[CH3:15])[c:10]1[OH:11]. Starting materials: S(O)(O)(=O)=O (sulphuric acid), ClC1=CC=C(C=C1)C(CCC(=O)OC)=C (methyl 4-(4-chlorophenyl)pent-4-enoate), C[Mg]I (methylmagnesium iodide), C(C)OCC (diethyl ether), C(C)OCC (diethyl ether). Yields the product ClC1=CC=C(C=C1)C(=C)CCC(C)(C)O (2-(4-chlorophenyl)-5-hydroxy-5-methylhex-1-ene). As a reaction SMILES: [Cl:1][C:2]1[CH:7]=[CH:6][C:5]([C:8](=[CH2:15])[CH2:9][CH2:10]C(OC)=O)=[CH:4][CH:3]=1.[CH3:16][Mg]I.S(=O)(=O)(O)O.C([O:26][CH2:27][CH3:28])C>>[Cl:1][C:2]1[CH:7]=[CH:6][C:5]([C:8]([CH2:9][CH2:10][C:27]([OH:26])([CH3:28])[CH3:16])=[CH2:15])=[CH:4][CH:3]=1. Procedure: A solution of methyl 4-(4-chlorophenyl)pent-4-enoate (5.8 g, prepared as described in Example 1) in dry diethyl ether (25 ml) was added to a stirred solution of methylmagnesium iodide [from methyl iodide (8.52 g) and magnesium turnings (1.7 g)] in dry diethyl ether (50 ml) (exotherm). After 1 hour at room temperature the reaction mixture was poured into a mixture of ice and dilute sulphuric acid, then extracted with diethyl ether. The extracts were washed with water, dried over magnesium sulphat... Starting materials: OC1=C(C(=CC=C1)O)C(C(C)C)=NO (1-(2,6-dihydroxyphenyl)-2-methyl-1-propanone oxime), OC1=C(C(=CC=C1)O)C(C(C)C)=NO (1-(2,6-dihydroxyphenyl)-2-methyl-1-propanone oxime), C(C)(=O)OC(C)=O (acetic anhydride). Yields the product C(C)(=O)ON=C(C(C)C)C1=C(C=CC=C1O)O (1-(2,6-dihydroxyphenyl)-2-methyl-1-propanone O-acetyloxime). The yield is 32.7%. As a reaction SMILES: [OH:1][C:2]1[CH:7]=[CH:6][CH:5]=[C:4]([OH:8])[C:3]=1[C:9](=[N:13][OH:14])[CH:10]([CH3:12])[CH3:11].[C:15](OC(=O)C)(=[O:17])[CH3:16]>>[C:15]([O:14][N:13]=[C:9]([C:3]1[C:4]([OH:8])=[CH:5][CH:6]=[CH:7][C:2]=1[OH:1])[CH:10]([CH3:12])[CH3:11])(=[O:17])[CH3:16]. Procedure: 1-(2,6-dihydroxyphenyl)-2-methyl-1-propanone oxime (Intermediate 38, 320 mg) was stirred in acetic anhydride (0.928 ml, 9.84 mmol) at room temperature for 1 hour. After removal of the volatiles, the crude was washed with water, filtered and dried. The residue obtained was charged on a silica gel column (Biotage SP1 system) and eluted with Cyhexane/ethyl acetate (from 100/0 to 0/100) to afford the title compound (127 mg). The reactants are C[Si](C)(C)N=C=O, CCN(C(C)C)C(C)C, CC(c1c(Cl)ccc(F)c1Cl)c1c[nH]c2ncc(C3=CCNCC3)cc12, CN(C)C=O. The product is CC(c1c(Cl)ccc(F)c1Cl)c1c[nH]c2ncc(C3=CCN(C(N)=O)CC3)cc12. Reaction SMILES: [CH3:27][Si:28]([CH3:29])([CH3:30])[N:31]=[C:32]=[O:33].[CH:34]([N:35]([CH2:36][CH3:37])[CH:38]([CH3:39])[CH3:40])([CH3:41])[CH3:42].[Cl:1][c:2]1[c:3]([CH:10]([CH3:11])[c:12]2[cH:13][nH:14][c:15]3[n:16][cH:17][c:18]([C:21]4=[CH:26][CH2:25][NH:24][CH2:23][CH2:22]4)[cH:19][c:20]23)[c:4]([Cl:9])[cH:5][cH:6][c:7]1[F:8].[O:43]=[CH:44][N:45]([CH3:46])[CH3:47]>>[Cl:1][c:2]1[c:3]([CH:10]([CH3:11])[c:12]2[cH:13][nH:14][c:15]3[n:16][cH:17][c:18]([C:21]4=[CH:26][CH2:25][N:24]([C:32]([NH2:31])=[O:33])[CH2:23][CH2:22]4)[cH:19][c:20]23)[c:4]([Cl:9])[cH:5][cH:6][c:7]1[F:8].